Dataset: the Open Reaction Database (ORD), a public repository of structured organic reaction records. Task: describe an organic reaction: reactants, conditions, products, and yield Starting materials: C(C)C=1C=NC=CC1C (3-ethyl-4-methylpyridine), BrCCCC1=C(C=CC=C1)Cl (1-bromo-3-(2-chlorophenyl)-propane). Yields the product ClC1=C(C=CC=C1)CCCCC1=C(C=NC=C1)CC (1-(2-chlorophenyl)-4-(3-ethyl-4-pyridyl)-butane). Yield: 39.2%. As a reaction SMILES: [CH2:1]([C:3]1[CH:4]=[N:5][CH:6]=[CH:7][C:8]=1[CH3:9])[CH3:2].Br[CH2:11][CH2:12][CH2:13][C:14]1[CH:19]=[CH:18][CH:17]=[CH:16][C:15]=1[Cl:20]>>[Cl:20][C:15]1[CH:16]=[CH:17][CH:18]=[CH:19][C:14]=1[CH2:13][CH2:12][CH2:11][CH2:9][C:8]1[CH:7]=[CH:6][N:5]=[CH:4][C:3]=1[CH2:1][CH3:2]. Reported procedure: 1.83 g (15.1 mmol) of 3-ethyl-4-methylpyridine and 3.53 g (15.1 mmol) of 1-bromo-3-(2-chlorophenyl)-propane were reacted in the same manner as in Example 26. The reaction product was purified to obtain 1.62 g of the desired compound (yield: 39.1%). Starting materials: COC1=C(C=C(C=C1C)N1C(OCC1)=O)N1C(OCC1)=O (3,3′-(4-methoxy-5-methyl-1,3-phenylene)bis-(1,3-oxazolidin-2-one)), [OH-].[K+] (KOH), Cl (HCl). The solvent is O (water). Yields the product OCCNC1=C(C(=CC(=C1)NCCO)C)OC (2,4-Bis[(2-hydroxyethyl)amino]-6-methylanisole). As a reaction SMILES: [CH3:1][O:2][C:3]1[C:8]([CH3:9])=[CH:7][C:6]([N:10]2[CH2:14][CH2:13][O:12]C2=O)=[CH:5][C:4]=1[N:16]1[CH2:20][CH2:19][O:18]C1=O.[OH-].[K+].Cl>O>[OH:18][CH2:19][CH2:20][NH:16][C:4]1[CH:5]=[C:6]([NH:10][CH2:14][CH2:13][OH:12])[CH:7]=[C:8]([CH3:9])[C:3]=1[O:2][CH3:1] |f:1.2|. Procedure details: 33.5 g of 3,3′-(4-methoxy-5-methyl-1,3-phenylene)bis-(1,3-oxazolidin-2-one) were heated under reflux in 500 ml of 20% strength KOH for 10 h. The mixture was cooled to room temperature and poured onto 1.5 l of iced water. The mixture was then neutralized with HCl and extracted several times with ethyl acetate. The combined ethyl acetate phases were evaporated on a Rotavapor and then distilled in a Kugelrohr (250–290° C., 0.08 mbar). The reactants are CCN=C=NCCCN(C)C, CN(C)C=O, Cl, Nc1cccc(F)c1O, [Na+], O=C([O-])Cc1nc(N2CCOCC2)cc(=O)[nH]1, c1ccncc1. Yields the product O=C(Cc1nc(N2CCOCC2)cc(=O)[nH]1)Nc1cccc(F)c1O. RXN SMILES: [CH3:29][N:30]([CH3:31])[CH2:32][CH2:33][CH2:34][N:35]=[C:36]=[N:37][CH2:38][CH3:39].[CH3:46][N:47]([CH3:48])[CH:49]=[O:50].[ClH:28].[NH2:19][c:20]1[c:21]([OH:27])[c:22]([F:26])[cH:23][cH:24][cH:25]1.[Na+:18].[O:1]1[CH2:2][CH2:3][N:4]([c:7]2[n:8][c:9]([CH2:14][C:15](=[O:16])[O-:17])[nH:10][c:11](=[O:13])[cH:12]2)[CH2:5][CH2:6]1.[cH:40]1[cH:41][cH:42][n:43][cH:44][cH:45]1>>[O:1]1[CH2:2][CH2:3][N:4]([c:7]2[n:8][c:9]([CH2:14][C:15](=[O:17])[NH:19][c:20]3[c:21]([OH:27])[c:22]([F:26])[cH:23][cH:24][cH:25]3)[nH:10][c:11](=[O:13])[cH:12]2)[CH2:5][CH2:6]1. Starting materials: Cl.CC=1C=C(C=C(OCCCONC(=N)N)C1)OS(=O)(=O)C1=C(C=CC=C1)S(=O)(=O)N(CC(=O)OCC)CC(=O)OCC (3-[5-methyl-3-(2-(N,N-bis(ethoxycarbonylmethyl)aminosulfonyl)phenylsulfonyloxy)phenoxy]propoxyguanidine hydrochloride), C(#N)C(C(=O)O)=CC1=CC=C(C=C1)O (α-cyano-4-hydroxycinnamic acid). Product: CC=1C=C(C=C(OCCCONC(=N)N)C1)OS(=O)(=O)C1=C(C=CC=C1)S(=O)(=O)N(CC(=O)O)CC(=O)O (3-[5-Methyl-3-(2-(N,N-bis(carboxymethyl)aminosulfonyl)phenylsulfonyloxy) phenoxy]propoxyguanidine). Yield: 87.0%. RXN SMILES: Cl.[CH3:2][C:3]1[CH:4]=[C:5]([O:18][S:19]([C:22]2[CH:27]=[CH:26][CH:25]=[CH:24][C:23]=2[S:28]([N:31]([CH2:38][C:39]([O:41]CC)=[O:40])[CH2:32][C:33]([O:35]CC)=[O:34])(=[O:30])=[O:29])(=[O:21])=[O:20])[CH:6]=[C:7]([CH:17]=1)[O:8][CH2:9][CH2:10][CH2:11][O:12][NH:13][C:14]([NH2:16])=[NH:15].C(C(=CC1C=CC(O)=CC=1)C(O)=O)#N>>[CH3:2][C:3]1[CH:4]=[C:5]([O:18][S:19]([C:22]2[CH:27]=[CH:26][CH:25]=[CH:24][C:23]=2[S:28]([N:31]([CH2:32][C:33]([OH:35])=[O:34])[CH2:38][C:39]([OH:41])=[O:40])(=[O:30])=[O:29])(=[O:20])=[O:21])[CH:6]=[C:7]([CH:17]=1)[O:8][CH2:9][CH2:10][CH2:11][O:12][NH:13][C:14]([NH2:16])=[NH:15] |f:0.1|. Reported procedure: The title compound was prepared in 87% yield from 3-[5-methyl-3-(2-(N,N-bis(ethoxycarbonylmethyl)aminosulfonyl)phenylsulfonyloxy)phenoxy]propoxyguanidine hydrochloride, as prepared in step b of Example 57, in a manner analogous to Example 27. 1H-NMR (300 MHz, DMSO-d6) δ 8.29 (d, J=7.0 Hz, 1H), 8.10 (d, J=7.6 Hz, 1H), 7.97 (t, J=7.6 Hz, 1H), 7.84 (t, J=7.6 Hz, 1H), 7.63 (br s, 4H), 6.72 (s, 1H), 6.58 (s, 1H), 6.49 (s, 1H), 4.13 (s, 4H), 3.97 (t, J=6.3 Hz, 2H), 3.90 (t, J=6.3 Hz, 2H), 2.23 (s, 3H)... Reactants: Cl (hydrochloric acid), CO (methanol), C1(=CC=CC=C1)C1OC(=C(C1=O)C1=CC(=CC=C1)C(F)(F)F)N (2-phenyl-3-oxo-4-(3-trifluoromethylphenyl)-5-amino-2,3-dihydrofuran), CN (methyl amine), Cl (hydrochloric acid). Solvent: O (water). Reaction conditions: time 2 day. The product is C1(=CC=CC=C1)C1OC(=C(C1=O)C1=CC(=CC=C1)C(F)(F)F)NC (2-Phenyl-3-Oxo-4-(3-Trifluoromethylphenyl)-5-Methylamino-2,3-Dihydrofuran). Isolated yield 93.0%. As a reaction SMILES: Cl.[C:2]1([CH:8]2[C:12](=[O:13])[C:11]([C:14]3[CH:19]=[CH:18][CH:17]=[C:16]([C:20]([F:23])([F:22])[F:21])[CH:15]=3)=[C:10]([NH2:24])[O:9]2)[CH:7]=[CH:6][CH:5]=[CH:4][CH:3]=1.[CH3:25]N.CO>O>[C:2]1([CH:8]2[C:12](=[O:13])[C:11]([C:14]3[CH:19]=[CH:18][CH:17]=[C:16]([C:20]([F:21])([F:22])[F:23])[CH:15]=3)=[C:10]([NH:24][CH3:25])[O:9]2)[CH:3]=[CH:4][CH:5]=[CH:6][CH:7]=1. Procedure: In this example, 2.5 ml of aqueous 2N hydrochloric acid was added at room temperature to a stirred slurry containing 10 g of 2-phenyl-3-oxo-4-(3-trifluoromethylphenyl)-5-amino-2,3-dihydrofuran in 60 ml of aqueous 40 wt % methyl amine followed by the addition of 50 ml of methanol. The resulting suspension was heated to reflux and refluxed for about 24 hours and then allowed to cool and stand at room temperature for about 2 days. The mixture was then added to a dilute acid solution containing 58 m... Starting materials: BrC1=NC=C(C=C1)CNC(=O)OC(C)(C)C (2-bromo-5-tert-butoxycarbonylaminomethyl-pyridine), 1,1′-[bis(diphenylphosphino)ferrocene]dichloropalladium(II), [Br-].C1(CCCCC1)C[Zn+] (cyclohexylmethylzinc bromide). Run in CCOC(=O)C (EtOAc), C1CCOC1 (THF), C1CCOC1 (THF). Reaction conditions: temperature 60 celsius. The product is C(C)(C)(C)OC(=O)NCC=1C=NC(=CC1)CC1CCCCC1 (3-tert-Butoxycarbonylaminomethyl-6-cyclohexylmethyl-pyridine). The yield is 68.0%. As a reaction SMILES: Br[C:2]1[CH:7]=[CH:6][C:5]([CH2:8][NH:9][C:10]([O:12][C:13]([CH3:16])([CH3:15])[CH3:14])=[O:11])=[CH:4][N:3]=1.[Br-].[CH:18]1([CH2:24][Zn+])[CH2:23][CH2:22][CH2:21][CH2:20][CH2:19]1>C1COCC1.CCOC(C)=O>[C:13]([O:12][C:10]([NH:9][CH2:8][C:5]1[CH:4]=[N:3][C:2]([CH2:24][CH:18]2[CH2:23][CH2:22][CH2:21][CH2:20][CH2:19]2)=[CH:7][CH:6]=1)=[O:11])([CH3:16])([CH3:15])[CH3:14] |f:1.2|. Reported procedure: Dissolve 2-bromo-5-tert-butoxycarbonylaminomethyl-pyridine (500 mg, 1.74 mmol) in anhydrous THF (5 mL) in a sealed tube. Degas the solution, purge with nitrogen and add 1,1′-[bis(diphenylphosphino)ferrocene]dichloropalladium(II) (127 mg, 0.174 mmol) and 0.5 M cyclohexylmethylzinc bromide in THF (10.4 mL, 5.22 mmol). Heat the mixture at 60° C. overnight. Cool to room temperature and dilute the reaction mixture with EtOAc. Add water and filter the precipitate over Celite®. Dry the organic phase ov... Product: CCOC(=O)CC(=N)NC1CC1, Cl. Starting materials: CCOCC, CCOC(=O)CC(=N)OC, CCO, NC1CC1, Cl. Reaction SMILES: [CH2:16]([O:17][CH2:18][CH3:19])[CH3:20].[CH2:2]([CH3:3])[O:4][C:5]([CH2:6][C:7](=[NH:8])[O:9][CH3:10])=[O:11].[CH3:21][CH2:22][OH:23].[CH:12]1([NH2:15])[CH2:13][CH2:14]1.[ClH:1]>>[CH2:2]([CH3:3])[O:4][C:5]([CH2:6][C:7](=[NH:8])[NH:15][CH:12]1[CH2:13][CH2:14]1)=[O:11].[ClH:1]. Reactants: O1CCCC1 (tetrahydrofuran), C=CC=C (butadiene), C(CCC)[Li] (Butyl lithium), C=CC(C)=C (isoprene), C=CC(C)=C (isoprene), ( 1,2 )-, C(C)(=O)O (acetic acid), benzophenone ketyl, C=CC(C)=C (isoprene), C=CC=C (butadiene), C=CC=C (butadiene). Run in C1CCCCC1 (cyclohexane), C1CCCCC1 (cyclohexane), O (water). Conditions: temperature 50 celsius, time 1 hour. The product is C=CC(C)=C.C=CC=C.C=CC(C)=C (Isoprene Butadiene Isoprene). As a reaction SMILES: O1[CH2:5][CH2:4][CH2:3][CH2:2]1.[CH2:6]=[CH:7][C:8](=[CH2:10])[CH3:9].C([Li])CCC.C=CC=C.C(O)(=O)C>C1CCCCC1.O>[CH2:6]=[CH:7][C:8](=[CH2:9])[CH3:10].[CH2:2]=[CH:3][CH:4]=[CH2:5].[CH2:6]=[CH:7][C:8](=[CH2:9])[CH3:10] |f:7.8.9|. Procedure: 1500 grams of purified, dried cyclohexane (99.5%, Phillips Petroleum) were introduced into a one gallon stirred stainless steel reactor. The reactor was equipped with a stirrer, pressure gauge, thermocouple, top surface inlet, dip tube feeder with valve, variably controlled heater and heat exchange coil. Following the addition of the solvent, 50 ml (0.614 mol) of tetrahydrofuran freshly distilled from benzophenone ketyl, 43.3 ml (0.433 mol) of purified isoprene and an additional 80 g of cyclohex... Yields the product Clc1ccc(OC2CCNCC2)nc1. As a reaction SMILES: [CH3:18][O:19][CH2:20][CH2:21][O:22][CH3:23].[Cl:3][c:4]1[n:5][cH:6][c:7]([Cl:10])[cH:8][cH:9]1.[H-:2].[Na+:1].[OH:11][CH:12]1[CH2:13][CH2:14][NH:15][CH2:16][CH2:17]1>>[c:4]1([O:11][CH:12]2[CH2:13][CH2:14][NH:15][CH2:16][CH2:17]2)[n:5][cH:6][c:7]([Cl:10])[cH:8][cH:9]1. Starting materials: COCCOC, Clc1ccc(Cl)nc1, [H-], [Na+], OC1CCNCC1. The reactants are C(C)(C)(C)OC(NC1=CC=C(C=C1)NC(C1=CC(=CC=C1)N)=O)=O ([4-(3-amino-benzoylamino)-phenyl]-carbamic acid t-butyl ester), C(#N)[BH3-].[Na+] (sodium cyanoborohydride), C=O (formaldehyde), O1C(CCC1)CO (tetrahydrofuran-methanol), C([O-])(O)=O.[Na+] (sodium bicarbonate). The reagents and catalysts are C(C)(=O)O (acetic acid). Product: C(C)(C)(C)OC(NC1=CC=C(C=C1)NC(C1=CC(=CC=C1)N(C)C)=O)=O ([4-(3-Dimethylamino-benzoylamino)-phenyl]-carbamic acid t-butyl ester). RXN SMILES: [C:1]([O:5][C:6](=[O:24])[NH:7][C:8]1[CH:13]=[CH:12][C:11]([NH:14][C:15](=[O:23])[C:16]2[CH:21]=[CH:20][CH:19]=[C:18](N)[CH:17]=2)=[CH:10][CH:9]=1)([CH3:4])([CH3:3])[CH3:2].[C:25]([BH3-])#[N:26].[Na+].C=O.O1CCC[CH:32]1CO.C(=O)(O)[O-].[Na+]>C(O)(=O)C>[C:1]([O:5][C:6](=[O:24])[NH:7][C:8]1[CH:13]=[CH:12][C:11]([NH:14][C:15](=[O:23])[C:16]2[CH:21]=[CH:20][CH:19]=[C:18]([N:26]([CH3:25])[CH3:32])[CH:17]=2)=[CH:10][CH:9]=1)([CH3:4])([CH3:3])[CH3:2] |f:1.2,5.6|. Reported procedure: A solution of [4-(3-amino-benzoylamino)-phenyl]-carbamic acid t-butyl ester (505 mg), sodium cyanoborohydride (250 mg), acetic acid (3 drops) and 40% aqueous formaldehyde (4 mL) in 1:2 tetrahydrofuran-methanol (15 mL) is stirred for 15 minutes, and then poured into saturated aqueous sodium bicarbonate and extracted into ethyl acetate. The ethyl acetate solution is dried over anhydrous potassium carbonate and concentrated under reduced pressure to give a solid which is recrystallized from acetoni...